Dataset: the Open Reaction Database (ORD), a public repository of structured organic reaction records. Task: describe an organic reaction: reactants, conditions, products, and yield Starting materials: C1COCCOCCOCCOCCOCCO1 (18-Crown-6), ethyl ester, BrCCN(N=CC1=CC=CC=C1)C(C(=O)OCC)=O ([1-(2-Bromoethyl)-2-(phenylmethylene)hydrazino]oxoacetic acid, ethyl ester), [N-]=[N+]=[N-].CN(C(N(C)C)=[NH2+])C (tetramethylguanidinium azide). The solvent is CC(=O)C (acetone). Product: N(=[N+]=[N-])CCN(N=CC1=CC=CC=C1)C(C(=O)OCC)=O ([1-(2-azidoethyl)-2-(phenylmethylene)hydrazino]oxoacetic acid, ethyl ester). As a reaction SMILES: Br[CH2:2][CH2:3][N:4]([C:13](=[O:19])[C:14]([O:16][CH2:17][CH3:18])=[O:15])[N:5]=[CH:6][C:7]1[CH:12]=[CH:11][CH:10]=[CH:9][CH:8]=1.[N-:20]=[N+:21]=[N-:22].CN(C)C(=[NH2+])N(C)C.C1OCCOCCOCCOCCOCCOC1>CC(C)=O>[N:20]([CH2:2][CH2:3][N:4]([C:13](=[O:19])[C:14]([O:16][CH2:17][CH3:18])=[O:15])[N:5]=[CH:6][C:7]1[CH:12]=[CH:11][CH:10]=[CH:9][CH:8]=1)=[N+:21]=[N-:22] |f:1.2|. Procedure: 11 g. of the ethyl ester product from part (c) are added to acetone along with 5.7 g. of tetramethylguanidinium azide and 0.05 g. of 18-Crown-6. The mixture is refluxed for eight hours. After distilling off the solvent, the reaction mixture is stirred with 50 ml. of methylene chloride. The organic phase, after drying and concentrating, leaves an oil which crystallizes in the form of white crystals upon the addition of a small amount of isopropanol to yield [1-(2-azidoethyl)-2-(phenylmethylene)hy... The reactants are ClS(=O)(=O)O (chlorosulfonic acid), COC=1C=C(/C=C/C2=NC=3N(C(N(C(C3N2C)=O)CCC)=O)CCC)C=CC1OC ((E)-8-(3,4-Dimethoxystyryl)-7-methyl-1,3-dipropylxanthine), ice water. Solvent: S(=O)(Cl)Cl (thionyl chloride). Conditions: time 30 minute. Yields the product COC=1C=C(C(/C=C/C2=NC=3N(C(N(C(C3N2C)=O)CCC)=O)CCC)=CC1OC)S(=O)(=O)O ((E)-4,5-Dimethoxy-β-(7-methyl-1,3-dipropylxanthin-8-yl)styrene-2-sulfonic acid). Yield: 96.3%. Reaction SMILES: [CH3:1][O:2][C:3]1[CH:4]=[C:5]([CH:26]=[CH:27][C:28]=1[O:29][CH3:30])/[CH:6]=[CH:7]/[C:8]1[N:16]([CH3:17])[C:15]2[C:14](=[O:18])[N:13]([CH2:19][CH2:20][CH3:21])[C:12](=[O:22])[N:11]([CH2:23][CH2:24][CH3:25])[C:10]=2[N:9]=1.Cl[S:32]([OH:35])(=[O:34])=[O:33]>S(Cl)(Cl)=O>[CH3:30][O:29][C:28]1[CH:27]=[C:26]([S:32]([OH:35])(=[O:34])=[O:33])[C:5](=[CH:4][C:3]=1[O:2][CH3:1])/[CH:6]=[CH:7]/[C:8]1[N:16]([CH3:17])[C:15]2[C:14](=[O:18])[N:13]([CH2:19][CH2:20][CH3:21])[C:12](=[O:22])[N:11]([CH2:23][CH2:24][CH3:25])[C:10]=2[N:9]=1. Procedure details: (E)-8-(3,4-Dimethoxystyryl)-7-methyl-1,3-dipropylxanthine (WO92/06976) (2.41 g, 5.84 mmol) was dissolved in thionyl chloride (11 ml), and chlorosulfonic acid (1.17 ml, 17.53 mmol) was added dropwise thereto at 0° C. The resulting solution was stirred at room temperature for 30 minutes and then poured into ice-water cautiously. The precipitated crystals were collected by filtration, washed with water, and dried under reduced pressure to give 2.77 g (yield 93%) of Compound 1 as a yellow powder. Starting materials: C[Li] (methyllithium), [OH-].[Na+] (NaOH), O1COC2=C1C=CC(=C2)C=2CCCN2 (5-benzo[1,3]dioxol-5-yl-3,4-dihydro-2H-pyrrole), B(F)(F)F.CCOCC (boron trifluoride diethyl etherate), [Cl-].[NH4+] (ammonium chloride). Run in C(Cl)Cl (CH2Cl2), C1CCOC1 (THF), O (water). Reaction conditions: temperature -78 celsius. Yields the product O1COC2=C1C=CC(=C2)C2(NCCC2)C (2-Benzo[1,3]dioxol-5-yl-2-methyl-pyrrolidine). The yield is 19.8%. As a reaction SMILES: [O:1]1[C:5]2[CH:6]=[CH:7][C:8]([C:10]3[CH2:11][CH2:12][CH2:13][N:14]=3)=[CH:9][C:4]=2[O:3][CH2:2]1.B(F)(F)F.[CH3:19]COCC.C[Li].[Cl-].[NH4+].[OH-].[Na+]>C1COCC1.C(Cl)Cl.O>[O:1]1[C:5]2[CH:6]=[CH:7][C:8]([C:10]3([CH3:19])[CH2:11][CH2:12][CH2:13][NH:14]3)=[CH:9][C:4]=2[O:3][CH2:2]1 |f:1.2,4.5,6.7|. Procedure: To a −78° C. solution of 5-benzo[1,3]dioxol-5-yl-3,4-dihydro-2H-pyrrole (1.67 g, 8.83 mmol) in THF (60 mL) add boron trifluoride diethyl etherate (1.22 mL, 9.71 mmol) dropwise over 5 min. Stir the resulting cloudy reaction mixture at this temperature for 40 min, and then add methyllithium (1.6 M in diethyl ether, 27.5 mL, 44.1 mmol) dropwise via a syringe pump (about 1.1 mL/minute) over 20 min. Maintain the reaction temperature at −78° C. for 2.5 h and then warm to 0° C. over 1.5 h. Quench the r... Starting materials: BrCCCCC(=O)O (5-bromopentanoic acid), C1(=CC=CC=C1)P(C1=CC=CC=C1)C1=CC=CC=C1 (triphenylphosphine). Run in C(C)#N (acetonitrile). The product is [Br-].C(=O)(O)CCCC[P+](C1=CC=CC=C1)(C1=CC=CC=C1)C1=CC=CC=C1 ((4-carboxybutyl)-triphenylphosphonium bromide). Isolated yield 86.7%. RXN SMILES: [Br:1][CH2:2][CH2:3][CH2:4][CH2:5][C:6]([OH:8])=[O:7].[C:9]1([P:15]([C:22]2[CH:27]=[CH:26][CH:25]=[CH:24][CH:23]=2)[C:16]2[CH:21]=[CH:20][CH:19]=[CH:18][CH:17]=2)[CH:14]=[CH:13][CH:12]=[CH:11][CH:10]=1>C(#N)C>[Br-:1].[C:6]([CH2:5][CH2:4][CH2:3][CH2:2][P+:15]([C:16]1[CH:17]=[CH:18][CH:19]=[CH:20][CH:21]=1)([C:22]1[CH:27]=[CH:26][CH:25]=[CH:24][CH:23]=1)[C:9]1[CH:10]=[CH:11][CH:12]=[CH:13][CH:14]=1)([OH:8])=[O:7] |f:3.4|. Reported procedure: A mixture of 5-bromopentanoic acid (6.9 g, 38 mmol) and triphenylphosphine (10 g, 38 mmol) in dry acetonitrile (30 ml) was heated under reflux overnight. Evaporation of solvent yielded crystals. The resultant crystals were washed with a small amount of acetonitrile and dried at room temperature under reduced pressure to afford a target product, (4-carboxybutyl)-triphenylphosphonium bromide (14.6 g, 87%), which was used in the next step without any further treatment. Reactants: C1CCNC1, O=C1CCCCC1, O, c1ccccc1. Product: C1=C(N2CCCC2)CCCC1. As a reaction SMILES: [CH2:8]1[CH2:9][CH2:10][NH:11][CH2:12]1.[O:1]=[C:2]1[CH2:3][CH2:4][CH2:5][CH2:6][CH2:7]1.[OH2:13].[cH:14]1[cH:15][cH:16][cH:17][cH:18][cH:19]1>>[C:2]1([N:11]2[CH2:10][CH2:9][CH2:8][CH2:12]2)=[CH:3][CH2:4][CH2:5][CH2:6][CH2:7]1. Starting materials: ClC1=C(C=CC=C1C=1N=C(SC1C1=NC(=NC=C1)Cl)C1CCOCC1)NS(=O)(=O)C1=C(C=CC(=C1)F)F (N-{2-chloro-3-[5-(2-chloro-4-pyrimidinyl)-2-(tetrahydro-2H-pyran-4-yl)-1,3-thiazol-4-yl]phenyl}-2,5-difluorobenzenesulfonamide), [OH-].[NH4+] (ammonium hydroxide). Product: NC1=NC=CC(=N1)C1=C(N=C(S1)C1CCOCC1)C=1C(=C(C=CC1)NS(=O)(=O)C1=C(C=CC(=C1)F)F)Cl (N-{3-[5-(2-amino-4-pyrimidinyl)-2-(tetrahydro-2H-pyran-4-yl)-1,3-thiazol-4-yl]-2-chlorophenyl}-2,5-difluorobenzenesulfonamide), solid. The yield is 31.0%. RXN SMILES: [Cl:1][C:2]1[C:7]([C:8]2[N:9]=[C:10]([CH:20]3[CH2:25][CH2:24][O:23][CH2:22][CH2:21]3)[S:11][C:12]=2[C:13]2[CH:18]=[CH:17][N:16]=[C:15](Cl)[N:14]=2)=[CH:6][CH:5]=[CH:4][C:3]=1[NH:26][S:27]([C:30]1[CH:35]=[C:34]([F:36])[CH:33]=[CH:32][C:31]=1[F:37])(=[O:29])=[O:28].[OH-].[NH4+:39]>>[NH2:39][C:15]1[N:14]=[C:13]([C:12]2[S:11][C:10]([CH:20]3[CH2:25][CH2:24][O:23][CH2:22][CH2:21]3)=[N:9][C:8]=2[C:7]2[C:2]([Cl:1])=[C:3]([NH:26][S:27]([C:30]3[CH:35]=[C:34]([F:36])[CH:33]=[CH:32][C:31]=3[F:37])(=[O:29])=[O:28])[CH:4]=[CH:5][CH:6]=2)[CH:18]=[CH:17][N:16]=1 |f:1.2|. Procedure: Following a procedure analogous to the procedure described in Example 52, Step B using N-{2-chloro-3-[5-(2-chloro-4-pyrimidinyl)-2-(tetrahydro-2H-pyran-4-yl)-1,3-thiazol-4-yl]phenyl}-2,5-difluorobenzenesulfonamide (150 mg, 0.257 mmol) and ammonium hydroxide (3 mL, 77 mmol), the title compound was obtained as a tan solid (47 mg, 31% yield). MS (ESI): 565 [M+H]+. Reactants: solution, C(CCC)[Li] (n-butyllithium), [Br-].OC1=C(C[P+](C2=CC=CC=C2)(C2=CC=CC=C2)C2=CC=CC=C2)C=CC=C1 ((2-hydroxybenzyl)triphenylphosphonium bromide), C(#N)C1=CC=C(CC(CCCCC(=O)OCC)C=O)C=C1 (Ethyl 6-(4-cyanobenzyl)-7-oxoheptanoate), [Cl-].[NH4+] (ammonium chloride). Run in CCCCCC (hexane), C1CCOC1 (THF). Reaction conditions: time 12 hour. Product: C(#N)C1=CC=C(CC(CCCCC(=O)OCC)\C=C\C2=C(C=CC=C2)O)C=C1 (Ethyl E-6-(4-cyanobenzyl)-8-(2-hydroxyphenyl)oct-7-enoate). Yield: 32.5%. As a reaction SMILES: C([Li])CCC.[Br-].[OH:7][C:8]1[CH:33]=[CH:32][CH:31]=[CH:30][C:9]=1[CH2:10][P+](C1C=CC=CC=1)(C1C=CC=CC=1)C1C=CC=CC=1.[C:34]([C:36]1[CH:54]=[CH:53][C:39]([CH2:40][CH:41]([CH:51]=O)[CH2:42][CH2:43][CH2:44][CH2:45][C:46]([O:48][CH2:49][CH3:50])=[O:47])=[CH:38][CH:37]=1)#[N:35].[Cl-].[NH4+]>CCCCCC.C1COCC1>[C:34]([C:36]1[CH:54]=[CH:53][C:39]([CH2:40][CH:41](/[CH:51]=[CH:10]/[C:9]2[CH:30]=[CH:31][CH:32]=[CH:33][C:8]=2[OH:7])[CH2:42][CH2:43][CH2:44][CH2:45][C:46]([O:48][CH2:49][CH3:50])=[O:47])=[CH:38][CH:37]=1)#[N:35] |f:1.2,4.5|. Reported procedure: 15.98 ml (39.95 mmol) of a 2.5 M solution of n-butyllithium in hexane are slowly added to a solution of 6.411 g (14.27 mmol) of (2-hydroxybenzyl)triphenylphosphonium bromide in 300 ml of anhydrous THF at 0° C. Then, at this temperature, 4.1 g (14.27 mmol) of ethyl 6-(4-cyanobenzyl)-7-oxoheptanoate from Example 111A are slowly metered in. After warming to room temperature, the reaction solution is stirred for 12 hours and then mixed with saturated ammonium chloride solution and concentrated to dr... The reactants are C=C[Sn](CCCC)(CCCC)CCCC, CC[N+](CC)(CC)CC, CCOC(C)=O, [Cl-], [F-], COc1nnc(-c2ccncc2)cc1-c1[nH]c2ccccc2c1I, [K+], CN(C)C=O. Product: C=Cc1c(-c2cc(-c3ccncc3)nnc2OC)[nH]c2ccccc12. Reaction SMILES: [CH2:25]([CH2:26][CH2:38][CH3:39])[Sn:27]([CH2:28][CH2:29][CH2:30][CH3:31])([CH2:32][CH2:33][CH2:34][CH3:35])[CH:36]=[CH2:37].[CH2:49]([N+:50]([CH2:51][CH3:52])([CH2:53][CH3:54])[CH2:55][CH3:56])[CH3:57].[CH3:42][CH2:43][O:44][C:45]([CH3:46])=[O:47].[Cl-:48].[F-:40].[I:1][c:2]1[c:3](-[c:11]2[c:12]([O:23][CH3:24])[n:13][n:14][c:15](-[c:17]3[cH:18][cH:19][n:20][cH:21][cH:22]3)[cH:16]2)[nH:4][c:5]2[cH:6][cH:7][cH:8][cH:9][c:10]12.[K+:41].[O:58]=[CH:59][N:60]([CH3:61])[CH3:62]>>[c:2]1([CH:25]=[CH2:26])[c:3](-[c:11]2[c:12]([O:23][CH3:24])[n:13][n:14][c:15](-[c:17]3[cH:18][cH:19][n:20][cH:21][cH:22]3)[cH:16]2)[nH:4][c:5]2[cH:6][cH:7][cH:8][cH:9][c:10]12. The reactants are CCO, [H][H], COc1ccc(-n2nc(C(F)(F)F)c3c2C(=O)N(c2ccc(I)cc2)CC3)c(C(=O)Nc2cccnc2)c1. Product: COc1ccc(-n2nc(C(F)(F)F)c3c2C(=O)N(c2ccccc2)CC3)c(C(=O)Nc2cccnc2)c1. RXN SMILES: [CH3:41][CH2:42][OH:43].[H:39][H:40].[I:1][c:2]1[cH:3][cH:4][c:5]([N:8]2[C:9](=[O:38])[c:10]3[c:11]([c:14]([C:34]([F:35])([F:36])[F:37])[n:15][n:16]3-[c:17]3[c:18]([C:19](=[O:20])[NH:21][c:22]4[cH:23][n:24][cH:25][cH:26][cH:27]4)[cH:28][c:29]([O:32][CH3:33])[cH:30][cH:31]3)[CH2:12][CH2:13]2)[cH:6][cH:7]1>>[cH:2]1[cH:3][cH:4][c:5]([N:8]2[C:9](=[O:38])[c:10]3[c:11]([c:14]([C:34]([F:35])([F:36])[F:37])[n:15][n:16]3-[c:17]3[c:18]([C:19](=[O:20])[NH:21][c:22]4[cH:23][n:24][cH:25][cH:26][cH:27]4)[cH:28][c:29]([O:32][CH3:33])[cH:30][cH:31]3)[CH2:12][CH2:13]2)[cH:6][cH:7]1.